From a dataset of the Open Reaction Database (ORD), a public repository of structured organic reaction records. describe an organic reaction: reactants, conditions, products, and yield Starting materials: N1C=NC=C1 (imidazole), alcohol, CO (CH3OH), CCO (EtOH), C(C)(=O)O (acetic acid). The reagents and catalysts are [Pd] (Pd on carbon), [Pt]=O (platinum oxide). Product: C1(=CC=CC=C1)O.N1C=NC=C1 (imidazole phenol). As a reaction SMILES: [NH:1]1[CH:5]=[CH:4][N:3]=[CH:2]1.CO.[CH3:8][CH2:9][OH:10].[C:11](O)(=O)[CH3:12]>[Pd].[Pt]=O>[C:9]1([OH:10])[CH:5]=[CH:4][CH:12]=[CH:11][CH:8]=1.[NH:1]1[CH:5]=[CH:4][N:3]=[CH:2]1 |f:6.7|. Reported procedure: As shown in Method E, imidazole 10 (R8 =CH3) is treated with any ether cleaving reagent such as 48% HBr in acetic acid, pyridine-HCl, AlCl3 /C6H6, and BBr3 /CH2Cl2 at 0° to the reflux temperature of the solvent for about 1-24 hours to obtain imidazole phenol 11 (X=CH2). Imidazole 10 (R8 =CH2C6H5) is treated with a suitable solvent such as an alcohol (CH3OH, EtOH, and the like) or acetic acid at ambient temperature for a period of about 15 minutes to about 15 hours in the presence of a suitable c... RXN SMILES: [CH3:19][S:20]([Cl:21])(=[O:22])=[O:23].[NH2:1][c:2]1[c:3]([NH:10][c:11]2[c:12]([F:18])[cH:13][c:14]([F:17])[cH:15][cH:16]2)[cH:4][c:5]([C:6]#[N:7])[cH:8][cH:9]1.[cH:24]1[cH:25][cH:26][n:27][cH:28][cH:29]1>>[NH:1]([c:2]1[c:3]([NH:10][c:11]2[c:12]([F:18])[cH:13][c:14]([F:17])[cH:15][cH:16]2)[cH:4][c:5]([C:6]#[N:7])[cH:8][cH:9]1)[S:20]([CH3:19])(=[O:22])=[O:23]. Reactants: CS(=O)(=O)Cl, N#Cc1ccc(N)c(Nc2ccc(F)cc2F)c1, c1ccncc1. Yields the product CS(=O)(=O)Nc1ccc(C#N)cc1Nc1ccc(F)cc1F. Starting materials: C[O-], Cc1ccccc1, CCOC(=O)C(F)(F)F, CC(=O)c1ccc(C(=O)N2CCCCC2)s1, [Na+]. The product is O=C(CC(=O)C(F)(F)F)c1ccc(C(=O)N2CCCCC2)s1. Reaction SMILES: [CH3:1][O-:2].[CH3:29][c:30]1[cH:31][cH:32][cH:33][cH:34][cH:35]1.[F:4][C:5]([C:6]([O:8][CH2:7][CH3:9])=[O:10])([F:11])[F:12].[N:13]1([C:19](=[O:20])[c:21]2[cH:22][cH:23][c:24]([C:26]([CH3:27])=[O:28])[s:25]2)[CH2:14][CH2:15][CH2:16][CH2:17][CH2:18]1.[Na+:3]>>[F:4][C:5]([C:6](=[O:8])[CH2:27][C:26]([c:24]1[cH:23][cH:22][c:21]([C:19]([N:13]2[CH2:14][CH2:15][CH2:16][CH2:17][CH2:18]2)=[O:20])[s:25]1)=[O:28])([F:11])[F:12]. Isolated yield 54.0%. Run at time 5 hour. Solvent: N1=CC=CC=C1 (pyridine). The product is COC=1C=C(C=CC1OC)C=1SC=C(N1)C=1C=C2CCCN(C2=CC1)C(C1=CC=CC=C1)=O (2-(3,4-dimethoxyphenyl)-4-(1-benzoyl-1,2,3,4-tetrahydroquinolin-6-yl)thiazole). Procedure: In 10 ml of pyridine was dissolved 1 g of 2-(3,4-dimethoxyphenyl)-4-(1,2,3,4-tetrahydroquinolin-6-yl)thiazole. Thereto was added 0.44 g of benzoyl chloride at 0° C., and the mixture was stirred for 5 hours. The solution was concentrated and mixed with ethanol and water in this order. The resulting crystals were collected by filtration and recrystallized from ethanol to obtain 0.7 g of 2-(3,4-dimethoxyphenyl)-4-(1-benzoyl-1,2,3,4-tetrahydroquinolin-6-yl)thiazole as a light yellow powder. RXN SMILES: [CH3:1][O:2][C:3]1[CH:4]=[C:5]([C:11]2[S:12][CH:13]=[C:14]([C:16]3[CH:17]=[C:18]4[C:23](=[CH:24][CH:25]=3)[NH:22][CH2:21][CH2:20][CH2:19]4)[N:15]=2)[CH:6]=[CH:7][C:8]=1[O:9][CH3:10].[C:26](Cl)(=[O:33])[C:27]1[CH:32]=[CH:31][CH:30]=[CH:29][CH:28]=1>N1C=CC=CC=1>[CH3:1][O:2][C:3]1[CH:4]=[C:5]([C:11]2[S:12][CH:13]=[C:14]([C:16]3[CH:17]=[C:18]4[C:23](=[CH:24][CH:25]=3)[N:22]([C:26](=[O:33])[C:27]3[CH:32]=[CH:31][CH:30]=[CH:29][CH:28]=3)[CH2:21][CH2:20][CH2:19]4)[N:15]=2)[CH:6]=[CH:7][C:8]=1[O:9][CH3:10]. The reactants are COC=1C=C(C=CC1OC)C=1SC=C(N1)C=1C=C2CCCNC2=CC1 (2-(3,4-dimethoxyphenyl)-4-(1,2,3,4-tetrahydroquinolin-6-yl)thiazole), C(C1=CC=CC=C1)(=O)Cl (benzoyl chloride). Reactants: CCO, C[N-]S(=O)(=O)c1ccc([N+](=O)[O-])cc1, NN, O. The product is CNS(=O)(=O)c1ccc(N)cc1. RXN SMILES: [CH3:18][CH2:19][OH:20].[N+:1]([O-:2])(=[O:3])[c:4]1[cH:5][cH:6][c:7]([S:10](=[O:11])(=[O:12])[N-:13][CH3:14])[cH:8][cH:9]1.[NH2:16][NH2:17].[OH2:15]>>[NH2:1][c:4]1[cH:5][cH:6][c:7]([S:10](=[O:11])(=[O:12])[NH:13][CH3:14])[cH:8][cH:9]1. The reactants are ClC=1C=NC=2N(C1)N=C(C2)C(=O)O (6-chloro-pyrazolo[1,5-a]pyrimidine-2-carboxylic acid), FC1=CC=C2CCNC(C2=C1)C (7-fluoro-1-methyl-1,2,3,4-tetrahydro-isoquinoline). The product is ClC=1C=NC=2N(C1)N=C(C2)C(=O)N2C(C1=CC(=CC=C1CC2)F)C ((6-Chloro-pyrazolo[1,5-a]pyrimidin-2-yl)-(7-fluoro-1-methyl-3,4-dihydro-1H-isoquinolin-2-yl)-methanone). RXN SMILES: [Cl:1][C:2]1[CH:3]=[N:4][C:5]2[N:6]([N:8]=[C:9]([C:11]([OH:13])=O)[CH:10]=2)[CH:7]=1.[F:14][C:15]1[CH:24]=[C:23]2[C:18]([CH2:19][CH2:20][NH:21][CH:22]2[CH3:25])=[CH:17][CH:16]=1>>[Cl:1][C:2]1[CH:3]=[N:4][C:5]2[N:6]([N:8]=[C:9]([C:11]([N:21]3[CH2:20][CH2:19][C:18]4[C:23](=[CH:24][C:15]([F:14])=[CH:16][CH:17]=4)[CH:22]3[CH3:25])=[O:13])[CH:10]=2)[CH:7]=1. Procedure: In close analogy to the procedure described in Example 1, 6-chloro-pyrazolo[1,5-a]pyrimidine-2-carboxylic acid is reacted with 7-fluoro-1-methyl-1,2,3,4-tetrahydro-isoquinoline to provide the title compound in moderate yield. Starting materials: CC(=O)[O-], CO, Clc1ncnc2ccccc12, N. Product: c1ccc2ncncc2c1. Reaction SMILES: [CH3:12][C:13](=[O:14])[O-:15].[CH3:17][OH:18].[Cl:1][c:2]1[n:3][cH:4][n:5][c:6]2[cH:7][cH:8][cH:9][cH:10][c:11]12.[NH3:16]>>[cH:2]1[n:3][cH:4][n:5][c:6]2[cH:7][cH:8][cH:9][cH:10][c:11]12. Starting materials: C(C)(C)(C)OC(=O)N1CCC(CC1)N1CCN(CC1)C(NC1=CC(=C(C=C1Cl)C1=CC=C(C=C1)C=1N=C(NC1)[C@H]1N(C[C@H](C1)C)C([C@H](C(C)C)NC(=O)OC)=O)OC(F)(F)F)=O (4-[4-(5-chloro-4′-{2-[(2S,4S)-1-((S)-2-methoxycarbonylamino-3-methyl-butyryl)-4-methyl-pyrrolidin-2-yl]-1H-imidazol-4-yl}-2-trifluoromethoxy-biphenyl-4-ylcarbamoyl)-piperazin-1-yl]-piperidine-1-carboxylic acid tert-butyl ester). Solvent: Cl (HCl), O1CCOCC1 (1,4-dioxane). Reaction conditions: time 30 minute. Yields the product COC(N[C@@H](C(C)C)C(=O)N1[C@@H](C[C@@H](C1)C)C=1NC=C(N1)C1=CC=C(C=C1)C1=C(C=C(C(=C1)Cl)NC(=O)N1CCN(CC1)C1CCNCC1)OC(F)(F)F)=O ({(S)-1-[(2S,4S)-2-(4-{5′-Chloro-4′-[(4-piperidin-4-yl-piperazine-1-carbonyl)-amino]-2′-trifluoromethoxy-biphenyl-4-yl}-1H-imidazol-2-yl)-4-methyl-pyrrolidine-1-carbonyl]-2-methyl-propyl}-carbamic acid methyl ester). RXN SMILES: C(OC([N:8]1[CH2:13][CH2:12][CH:11]([N:14]2[CH2:19][CH2:18][N:17]([C:20](=[O:62])[NH:21][C:22]3[C:27]([Cl:28])=[CH:26][C:25]([C:29]4[CH:34]=[CH:33][C:32]([C:35]5[N:36]=[C:37]([C@@H:40]6[CH2:44][C@H:43]([CH3:45])[CH2:42][N:41]6[C:46](=[O:56])[C@@H:47]([NH:51][C:52]([O:54][CH3:55])=[O:53])[CH:48]([CH3:50])[CH3:49])[NH:38][CH:39]=5)=[CH:31][CH:30]=4)=[C:24]([O:57][C:58]([F:61])([F:60])[F:59])[CH:23]=3)[CH2:16][CH2:15]2)[CH2:10][CH2:9]1)=O)(C)(C)C>Cl.O1CCOCC1>[CH3:55][O:54][C:52](=[O:53])[NH:51][C@H:47]([C:46]([N:41]1[CH2:42][C@@H:43]([CH3:45])[CH2:44][C@H:40]1[C:37]1[NH:38][CH:39]=[C:35]([C:32]2[CH:31]=[CH:30][C:29]([C:25]3[CH:26]=[C:27]([Cl:28])[C:22]([NH:21][C:20]([N:17]4[CH2:18][CH2:19][N:14]([CH:11]5[CH2:10][CH2:9][NH:8][CH2:13][CH2:12]5)[CH2:15][CH2:16]4)=[O:62])=[CH:23][C:24]=3[O:57][C:58]([F:61])([F:60])[F:59])=[CH:34][CH:33]=2)[N:36]=1)=[O:56])[CH:48]([CH3:50])[CH3:49]. Procedure details: A solution of 4-[4-(5-chloro-4′-{2-[(2S,4S)-1-((S)-2-methoxycarbonylamino-3-methyl-butyryl)-4-methyl-pyrrolidin-2-yl]-1H-imidazol-4-yl}-2-trifluoromethoxy-biphenyl-4-ylcarbamoyl)-piperazin-1-yl]-piperidine-1-carboxylic acid tert-butyl ester 2TFA (12.94 mg, 0.012 mmol; Preparation 14) in 4 M HCl in 1,4-dioxane (0.21 mL) was stirred at RT for 30 min to provide the intermediate product {(S)-1-[(2S,4S)-2-(4-{5′-Chloro-4′-[(4-piperidin-4-yl-piperazine-1-carbonyl)-amino]-2′-trifluoromethoxy-biphenyl-4...